Task: describe an organic reaction: reactants, conditions, products, and yield. Dataset: the Open Reaction Database (ORD), a public repository of structured organic reaction records Reactants: O=C1CCN(Cc2ccccc2)CC1, CC(=O)O, Oc1ccc2[nH]ccc2c1. The product is Oc1ccc2[nH]cc(C3=CCN(Cc4ccccc4)CC3)c2c1. Reaction SMILES: [CH2:11]([c:12]1[cH:13][cH:14][cH:15][cH:16][cH:17]1)[N:18]1[CH2:19][CH2:20][C:21](=[O:24])[CH2:22][CH2:23]1.[CH3:25][C:26](=[O:27])[OH:28].[OH:1][c:2]1[cH:3][c:4]2[cH:5][cH:6][nH:7][c:8]2[cH:9][cH:10]1>>[OH:1][c:2]1[cH:3][c:4]2[c:5]([C:21]3=[CH:20][CH2:19][N:18]([CH2:11][c:12]4[cH:13][cH:14][cH:15][cH:16][cH:17]4)[CH2:23][CH2:22]3)[cH:6][nH:7][c:8]2[cH:9][cH:10]1.